From a dataset of the Open Reaction Database (ORD), a public repository of structured organic reaction records. describe an organic reaction: reactants, conditions, products, and yield Starting materials: C(#CCC)C=1C=C2C=NN(C2=CC1)C1OCCCC1 (5-(but-1-yn-1-yl)-1-(tetrahydro-2H-pyran-2-yl)-1H-indazole), IC1=CC=CC=C1 (iodobenzene), C(=O)C=1C=C2C=CC(=CC2=CC1)B(O)O ((6-formylnaphthalen-2-yl)boronic acid). The product is C1(=CC=CC=C1)/C(=C(/C=1C=C2C=NN(C2=CC1)C1OCCCC1)\C=1C=C2C=CC(=CC2=CC1)C=O)/CC ((E)-6-(2-Phenyl-1-(1-(tetrahydro-2H-pyran-2-yl)-1H-indazol-5-yl)but-1-en-1-yl)-2-naphthaldehyde). As a reaction SMILES: [C:1]([C:5]1[CH:6]=[C:7]2[C:11](=[CH:12][CH:13]=1)[N:10]([CH:14]1[CH2:19][CH2:18][CH2:17][CH2:16][O:15]1)[N:9]=[CH:8]2)#[C:2][CH2:3][CH3:4].I[C:21]1[CH:26]=[CH:25][CH:24]=[CH:23][CH:22]=1.[CH:27]([C:29]1[CH:30]=[C:31]2[C:36](=[CH:37][CH:38]=1)[CH:35]=[C:34](B(O)O)[CH:33]=[CH:32]2)=[O:28]>>[C:21]1(/[C:2](/[CH2:3][CH3:4])=[C:1](\[C:34]2[CH:35]=[C:36]3[C:31](=[CH:32][CH:33]=2)[CH:30]=[C:29]([CH:27]=[O:28])[CH:38]=[CH:37]3)/[C:5]2[CH:6]=[C:7]3[C:11](=[CH:12][CH:13]=2)[N:10]([CH:14]2[CH2:19][CH2:18][CH2:17][CH2:16][O:15]2)[N:9]=[CH:8]3)[CH:26]=[CH:25][CH:24]=[CH:23][CH:22]=1. Reported procedure: The title compound was prepared from Intermediate 3, iodobenzene, and (6-formylnaphthalen-2-yl)boronic acid following General Procedure C. 1H NMR (DMSO-d6, 300 MHz): δ 10.05 (s, 1H), 8.47 (s, 1H), 8.13 (s, 1H), 7.97-7.69 (m, 5H), 7.48 (s, 1H), 7.29 (dd, 1H), 7.22-7.07 (m, 6H), 5.87 (dd, 1H), 3.94-3.83 (m, 1H), 3.80-3.68 (m, 1H), 2.59-2.35 (m, 3H), 2.09-1.95 (m, 2H), 1.85-1.68 (m, 1H), 1.65-1.52 (m, 2H), 0.91 (t, 3H). LCMS: 403 [(M-THP+H)+H]+. Reactants: CO, COC(=O)CCc1ccc(OCc2ccc(CN(CCC(C)C)c3nc(C(C)C)cs3)cc2)cc1, Cl, [Na+], C1CCOC1, [OH-], O. Product: CC(C)CCN(Cc1ccc(COc2ccc(CCC(=O)O)cc2)cc1)c1nc(C(C)C)cs1. As a reaction SMILES: [CH3:38][OH:39].[CH:1]([CH3:2])([CH3:3])[c:4]1[n:5][c:6]([N:9]([CH2:10][CH2:11][CH:12]([CH3:13])[CH3:14])[CH2:15][c:16]2[cH:17][cH:18][c:19]([CH2:20][O:21][c:22]3[cH:23][cH:24][c:25]([CH2:28][CH2:29][C:30](=[O:31])[O:32][CH3:33])[cH:26][cH:27]3)[cH:34][cH:35]2)[s:7][cH:8]1.[ClH:37].[Na+:46].[O:40]1[CH2:41][CH2:42][CH2:43][CH2:44]1.[OH-:45].[OH2:36]>>[CH:1]([CH3:2])([CH3:3])[c:4]1[n:5][c:6]([N:9]([CH2:10][CH2:11][CH:12]([CH3:13])[CH3:14])[CH2:15][c:16]2[cH:17][cH:18][c:19]([CH2:20][O:21][c:22]3[cH:23][cH:24][c:25]([CH2:28][CH2:29][C:30](=[O:31])[OH:32])[cH:26][cH:27]3)[cH:34][cH:35]2)[s:7][cH:8]1. The reactants are [OH-].[Ca+2].[OH-] (calcium hydroxide), Cl (hydrochloric acid), solution, NC=1C(N(C(N(C1N)CCC)=O)CCC)=O (5,6-diamino-1,3-dipropyluracil), OC12CC3(CC(CC(C1)C3)C2)C(=O)O (3-hydroxy-1-adamantane carboxylic acid), ON1N=NC2=C1C=CC=C2 (1-hydroxy benzotriazole), CN(CCCN=C=NCC)C (1-(3-dimethylaminopropyl)-3-ethylcarbodiimide), C([O-])(O)=O.[Na+] (sodium bicarbonate). Run in O (water), C(Cl)Cl (methylene chloride), C(Cl)Cl (methylene chloride), CN(C=O)C (dimethyl formamide). Run at time 30 minute. Product: OC12CC3(CC(CC(C1)C3)C2)C2=NC=3N(C(N(C(C3N2)=O)CCC)=O)CCC (8-(3-Hydroxy-1-tricyclo[3.3.1.13,7 ]decyl)-1,3-dipropylxanthine). Yield: 33.0%. Reaction SMILES: [OH:1][C:2]12[CH2:11][CH:6]3[CH2:7][CH:8]([CH2:10][C:4]([C:12](O)=O)([CH2:5]3)[CH2:3]1)[CH2:9]2.ON1C2C=CC=CC=2N=N1.CN(C)CCCN=C=NCC.[NH2:36][C:37]1[C:38](=[O:51])[N:39]([CH2:48][CH2:49][CH3:50])[C:40](=[O:47])[N:41]([CH2:44][CH2:45][CH3:46])[C:42]=1[NH2:43].C(=O)(O)[O-].[Na+].[OH-].[Ca+2].[OH-].Cl>C(Cl)Cl.O.CN(C)C=O>[OH:1][C:2]12[CH2:9][CH:8]3[CH2:7][CH:6]([CH2:5][C:4]([C:12]4[NH:36][C:37]5[C:38](=[O:51])[N:39]([CH2:48][CH2:49][CH3:50])[C:40](=[O:47])[N:41]([CH2:44][CH2:45][CH3:46])[C:42]=5[N:43]=4)([CH2:10]3)[CH2:3]1)[CH2:11]2 |f:4.5,6.7.8|. Procedure: To a solution of 1.10 g (5.61 mmol) of 3-hydroxy-1-adamantane carboxylic acid (3-hydroxy-1-tricyclo [3.3.1.13,7 ]decane carboxylic acid) [Syn. Commun. 18, 1967 (1988)] in a mixture of 10 ml-methylene chloride and 25 ml-dimethyl formamide, 1.03 g (6.73 mmol) of 1-hydroxy benzotriazole and 1.61 g (8.42 mmol) of 1-(3-dimethylaminopropyl)-3-ethylcarbodiimide were added and stirred at room temperature for 30 minutes. To the reaction mixture was added dropwise 15 ml of a solution of 5,6-diamino-1,3-di... Starting materials: CN1N=C(C(=C1)C(=O)O)C (1,3-dimethyl-1H-pyrazole-4-carboxylic acid), NC=1C=C(OC=2C=CC=3N(C2)N=C(N3)NC(=O)C3CC3)C=CC1C (N-[6-(3-amino-4-methylphenoxy)[1,2,4]triazolo[1,5-a]pyridin-2-yl]cyclopropanecarboxamide), O1CCCC1 (tetrahydrofuran), S(=O)(Cl)Cl (thionyl chloride). Reagents/catalysts: CN(C=O)C (N,N-dimethylformamide). Run in CN(C(C)=O)C (N,N-dimethylacetamide). The product is C1(CC1)C(=O)NC1=NN2C(C=CC(=C2)OC=2C=CC(=C(C2)NC(=O)C=2C(=NN(C2)C)C)C)=N1 (N-[5-({2-[(cyclopropylcarbonyl)amino][1,2,4]triazolo[1,5-a]pyridin-6-yl}oxy)-2-methylphenyl]-1,3-dimethyl-1H-pyrazole-4-carboxamide). The yield is 58.1%. RXN SMILES: [CH3:1][N:2]1[CH:6]=[C:5]([C:7](O)=[O:8])[C:4]([CH3:10])=[N:3]1.O1CCCC1.S(Cl)(Cl)=O.[NH2:20][C:21]1[CH:22]=[C:23]([CH:40]=[CH:41][C:42]=1[CH3:43])[O:24][C:25]1[CH:26]=[CH:27][C:28]2[N:29]([N:31]=[C:32]([NH:34][C:35]([CH:37]3[CH2:39][CH2:38]3)=[O:36])[N:33]=2)[CH:30]=1>CN(C)C=O.CN(C)C(=O)C>[CH:37]1([C:35]([NH:34][C:32]2[N:33]=[C:28]3[CH:27]=[CH:26][C:25]([O:24][C:23]4[CH:40]=[CH:41][C:42]([CH3:43])=[C:21]([NH:20][C:7]([C:5]5[C:4]([CH3:10])=[N:3][N:2]([CH3:1])[CH:6]=5)=[O:8])[CH:22]=4)=[CH:30][N:29]3[N:31]=2)=[O:36])[CH2:38][CH2:39]1. Procedure details: In the same manner as in Example 55 and using 1,3-dimethyl-1H-pyrazole-4-carboxylic acid (67.0 mg, 0.478 mmol), tetrahydrofuran (5 mL), thionyl chloride (83.0 μL, 0.957 mmol), N,N-dimethylformamide (2 drops), N-[6-(3-amino-4-methylphenoxy)[1,2,4]triazolo[1,5-a]pyridin-2-yl]cyclopropanecarboxamide (140 mg, 0.433 mmol) and N,N-dimethylacetamide (6 mL) as starting materials, the title compound (112 mg, 58%) was obtained as a pale-brown solid. Solvent: ClCCCl (1,2-dichloroethane). Conditions: time 1 hour. The product is ClCC(=O)C=1NC=C(C1)C(=O)C1=CC2=CC=CC=C2C=C1 (2-chloro-1-[4-(2-naphthalenoyl)-1H-pyrrol-2-yl]ethanone). As a reaction SMILES: [CH:1]1[C:10]2[C:5](=[CH:6][CH:7]=[CH:8][CH:9]=2)[CH:4]=[CH:3][C:2]=1[C:11]([C:13]1[CH:17]=[CH:16][NH:15][CH:14]=1)=[O:12].[Cl:18][CH2:19][C:20](Cl)=[O:21].[Cl-].[Al+3].[Cl-].[Cl-]>ClCCCl>[Cl:18][CH2:19][C:20]([C:16]1[NH:15][CH:14]=[C:13]([C:11]([C:2]2[CH:3]=[CH:4][C:5]3[C:10](=[CH:9][CH:8]=[CH:7][CH:6]=3)[CH:1]=2)=[O:12])[CH:17]=1)=[O:21] |f:2.3.4.5|. Procedure details: A mixture of 12.82 g (0.058 mole) of 3-(2-naphthalenoyl)-1H-pyrrole, 7 mL (0.087 mole) of chloroacetyl chloride and 7.7 g (0.12 mole) of aluminum chloride in 500 mL of 1,2-dichloroethane was stirred at room temperature for 1 h. The reaction mixture was heated to reflux for 3 h. Another 7 g of aluminum chloride was added and refluxing continued for 1 h. After cooling, the reaction mixture was poured into 2 N HCl/ice, the organics were separated, washed with water, NaHCO3, water, brine and dried (... Isolated yield 80.5%. Reactants: [Cl-].[Al+3].[Cl-].[Cl-] (aluminum chloride), C1=C(C=CC2=CC=CC=C12)C(=O)C1=CNC=C1 (3-(2-naphthalenoyl)-1H-pyrrole), ClCC(=O)Cl (chloroacetyl chloride), [Cl-].[Al+3].[Cl-].[Cl-] (aluminum chloride), HCl ice. Starting materials: CC1=NC2=C(N1CC1=C(C(=CC=C1)C(F)(F)F)C)C=C(C=C2CO)N2CCOCC2 ([2-methyl-1-{[2-methyl-3-(trifluoromethyl)phenyl]methyl}-6-(4-morpholinyl)-1H-benzimidazol-4-yl]methanol), CI (methyl iodide), O (Water), Example 43, [H-].[Na+] (sodium hydride), [H-].[Na+] (sodium hydride), CI (methyl iodide). Run in CN(C=O)C (N,N-Dimethylformamide). Conditions: time 3 hour. Yields the product CC1=NC2=C(N1CC1=C(C(=CC=C1)C(F)(F)F)C)C=C(C=C2COC)N2CCOCC2 (2-methyl-4-[(methyloxy)methyl]-1-{[2-methyl-3-(trifluoromethyl)phenyl]methyl}-6-(4-morpholinyl)-1H-benzimidazole). RXN SMILES: [CH3:1][C:2]1[N:6]([CH2:7][C:8]2[CH:13]=[CH:12][CH:11]=[C:10]([C:14]([F:17])([F:16])[F:15])[C:9]=2[CH3:18])[C:5]2[CH:19]=[C:20]([N:25]3[CH2:30][CH2:29][O:28][CH2:27][CH2:26]3)[CH:21]=[C:22]([CH2:23][OH:24])[C:4]=2[N:3]=1.[H-].[Na+].[CH3:33]I.O>CN(C)C=O>[CH3:1][C:2]1[N:6]([CH2:7][C:8]2[CH:13]=[CH:12][CH:11]=[C:10]([C:14]([F:15])([F:17])[F:16])[C:9]=2[CH3:18])[C:5]2[CH:19]=[C:20]([N:25]3[CH2:26][CH2:27][O:28][CH2:29][CH2:30]3)[CH:21]=[C:22]([CH2:23][O:24][CH3:33])[C:4]=2[N:3]=1 |f:1.2|. Procedure details: To the mixture of [2-methyl-1-{[2-methyl-3-(trifluoromethyl)phenyl]methyl}-6-(4-morpholinyl)-1H-benzimidazol-4-yl]methanol, prepared as described in Example 43 (160 mg, 0.381 mmol) in N,N-Dimethylformamide (DMF) (15 mL), sodium hydride (30.5 mg, 0.763 mmol) was added in and followed by the addition of methyl iodide (0.048 mL, 0.763 mmol). The reaction was stirred at rt for 3 hours. More sodium hydride (30.5 mg, 0.763 mmol) and methyl iodide (0.048 mL, 0.763 mmol) was added in. The reaction was s... Reactants: CN(C)C(=O)Sc1c(Cl)ccc2c1CCN(C(=O)OC(C)(C)C)CC2, CO, [Cl-], [K+], [NH4+], [OH-]. Yields the product CC(C)(C)OC(=O)N1CCc2ccc(Cl)c(S)c2CC1. Reaction SMILES: [C:1]([CH3:2])([CH3:3])([CH3:4])[O:5][C:6](=[O:7])[N:8]1[CH2:9][CH2:10][c:11]2[c:12]([c:15]([S:20][C:21](=[O:22])[N:23]([CH3:24])[CH3:25])[c:16]([Cl:19])[cH:17][cH:18]2)[CH2:13][CH2:14]1.[CH3:30][OH:31].[Cl-:28].[K+:27].[NH4+:29].[OH-:26]>>[C:1]([CH3:2])([CH3:3])([CH3:4])[O:5][C:6](=[O:7])[N:8]1[CH2:9][CH2:10][c:11]2[c:12]([c:15]([SH:20])[c:16]([Cl:19])[cH:17][cH:18]2)[CH2:13][CH2:14]1. The reactants are Brc1ccc2c(ccn2Cc2ccccc2)c1, FC(F)n1ccnc1-c1ccccc1. The reagents and catalysts are CC(C)(C)c1ccc(-c2ccc(C(C)(C)C)cc2)cc1 (4,4'-di-tert-butylbiphenyl), CC(C)(C)C(=O)[O-].[K+] (KOPiv), Cl[Pd]CC=C.C=CC[Pd]Cl ([Pd(allyl)Cl]2), CN(C)c1ccc(P(C2CCCCC2)C2CCCCC2)cc1 (A-caPhos). Solvent: CC(=O)N(C)C (DMA), CC(=O)N(C)C (DMA), CC(=O)N(C)C (DMA). Run at temperature 120 celsius, time 24 hour. Product: FC(F)n1c(-c2ccc3c(ccn3Cc3ccccc3)c2)cnc1-c1ccccc1. The yield is 31.2%. Starting materials: FC1=CC(=C(C=C1)NC=1C2=C(N=CN1)SC(=C2C)C(=O)O)O[C@H]2[C@H](CCCC2)O (racemic 4-[4-Fluoro-2-((cis)-2-hydroxy-cyclohexyloxy)-phenylamino]-5-methyl-thieno[2,3-d]pyrimidine-6-carboxylic acid), N (ammonia). Yields the product FC1=CC(=C(C=C1)NC=1C2=C(N=CN1)SC(=C2C)C(=O)N)O[C@H]2[C@H](CCCC2)O (Racemic 4-[4-Fluoro-2-((cis)-2-hydroxy-cyclohexyloxy)-phenylamino]-5-methyl-thieno[2,3-d]pyrimidine-6-carboxylic acid amide). As a reaction SMILES: [F:1][C:2]1[CH:7]=[CH:6][C:5]([NH:8][C:9]2[C:10]3[C:17]([CH3:18])=[C:16]([C:19](O)=[O:20])[S:15][C:11]=3[N:12]=[CH:13][N:14]=2)=[C:4]([O:22][C@@H:23]2[CH2:28][CH2:27][CH2:26][CH2:25][C@@H:24]2[OH:29])[CH:3]=1.[NH3:30]>>[F:1][C:2]1[CH:7]=[CH:6][C:5]([NH:8][C:9]2[C:10]3[C:17]([CH3:18])=[C:16]([C:19]([NH2:30])=[O:20])[S:15][C:11]=3[N:12]=[CH:13][N:14]=2)=[C:4]([O:22][C@@H:23]2[CH2:28][CH2:27][CH2:26][CH2:25][C@@H:24]2[OH:29])[CH:3]=1. Reported procedure: Prepared analogously to example 1.4 from 0.083 g racemic 4-[4-Fluoro-2-((cis)-2-hydroxy-cyclohexyloxy)-phenylamino]-5-methyl-thieno[2,3-d]pyrimidine-6-carboxylic acid and ammonia.